From a dataset of the Open Reaction Database (ORD), a public repository of structured organic reaction records. describe an organic reaction: reactants, conditions, products, and yield Reactants: BrC=1C=C(C(=O)NC=2SC3=C(N2)C(=CC=C3C3CCOCC3)OC)C=CN1 (2-bromo-N-[4-methoxy-7-(tetrahydro-pyran-4-yl)-benzothiazol-2-yl]-isonicotinamide), [H-].[Na+] (sodium hydride), C(C)(C)O (isopropanol). Run in O1CCOCC1 (dioxane), CN(C)C=O (DMF). Product: C(C)(C)OC=1C=C(C(=O)NC=2SC3=C(N2)C(=CC=C3C3CCOCC3)OC)C=CN1 (2-Isopropoxy-N-[4-methoxy-7-(tetrahydro-pyran-4-yl)-benzothiazol-2-yl]-isonicotinamide). RXN SMILES: Br[C:2]1[CH:3]=[C:4]([CH:25]=[CH:26][N:27]=1)[C:5]([NH:7][C:8]1[S:9][C:10]2[C:16]([CH:17]3[CH2:22][CH2:21][O:20][CH2:19][CH2:18]3)=[CH:15][CH:14]=[C:13]([O:23][CH3:24])[C:11]=2[N:12]=1)=[O:6].[H-].[Na+].[CH:30]([OH:33])([CH3:32])[CH3:31]>O1CCOCC1.CN(C=O)C>[CH:30]([O:33][C:2]1[CH:3]=[C:4]([CH:25]=[CH:26][N:27]=1)[C:5]([NH:7][C:8]1[S:9][C:10]2[C:16]([CH:17]3[CH2:22][CH2:21][O:20][CH2:19][CH2:18]3)=[CH:15][CH:14]=[C:13]([O:23][CH3:24])[C:11]=2[N:12]=1)=[O:6])([CH3:32])[CH3:31] |f:1.2|. Reported procedure: From 2-bromo-N-[4-methoxy-7-(tetrahydro-pyran-4-yl)-benzothiazol-2-yl]-isonicotinamide with sodium hydride and isopropanol in dioxane and DMF. ES-MS m/e (%): 414 (M+H+, 100). Starting materials: 4-methyl-5,6,7,8-tetrahydroquinoline 8-(N-trimethylsilyl) thiocarboxamide, C[Si](C)(C)N=C=S (Trimethylsilylisothiocyanate), C(CCC)[Li] (butyl lithium), CCCCCC (hexane), CC1=CC=NC=2CCCCC12 (4-methyl-5,6,7,8-tetrahydroquinoline), 4-methyl-5,6,7,8-tetrahydroquinoline 8-(N-lithio-N-trimethylsilyl)thiocarboxamide. The solvent is O (water), C1=CC=CC=C1 (benzene). Reaction conditions: time 30 minute. Yields the product CC1=CC=NC=2C(CCCC12)C(N)=S (4-Methyl-5,6,7,8-tetrahydroquinoline-8-thiocarboxamide). RXN SMILES: [CH3:1][C:2]1[C:11]2[CH2:10][CH2:9][CH2:8][CH2:7][C:6]=2[N:5]=[CH:4][CH:3]=1.C([Li])CCC.CCCCCC.C[Si]([N:27]=[C:28]=[S:29])(C)C>C1C=CC=CC=1.O>[CH3:1][C:2]1[C:11]2[CH2:10][CH2:9][CH2:8][CH:7]([C:28](=[S:29])[NH2:27])[C:6]=2[N:5]=[CH:4][CH:3]=1. Procedure: A solution of 4-methyl-5,6,7,8-tetrahydroquinoline (5.83 g., 0.04 mole) in dry benzene (40 ml.) was cooled to 0° and to the stirred solution was added dropwise a 15% w/w solution of butyl lithium in hexane (17.5 ml., 0.04 mole) under an atmosphere of nitrogen. The red reaction mixture was stirred at 0° for a further 30 minutes. Trimethylsilylisothiocyanate (5.6 ml., 0.04 mole) was then added dropwise, maintaining the temperature at 0°. After an additional 30 minutes, the solution of 4-methyl-5,6... Starting materials: C1=CC(=CC(=C1)Cl)C(=O)OO (MCPBA), C(C=C)C1=C(C(=CC(=C1Cl)C)[N+](=O)[O-])O (2-(2-propenyl)-3-chloro-4-methyl-6-nitrophenol). Run in C(Cl)Cl (methylene chloride). Conditions: time 20 hour. The product is ClC1=C(C=C(C2=C1CC(O2)CO)[N+](=O)[O-])C (4-chloro-2,3-dihydro-2-(hydroxymethyl)-5-methyl-7-nitrobenzofuran). Reaction SMILES: C1C=C(Cl)C=C(C(OO)=[O:9])C=1.[CH2:12]([C:15]1[C:20]([Cl:21])=[C:19]([CH3:22])[CH:18]=[C:17]([N+:23]([O-:25])=[O:24])[C:16]=1[OH:26])[CH:13]=[CH2:14]>C(Cl)Cl>[Cl:21][C:20]1[C:15]2[CH2:12][CH:13]([CH2:14][OH:9])[O:26][C:16]=2[C:17]([N+:23]([O-:25])=[O:24])=[CH:18][C:19]=1[CH3:22]. Procedure: 53 g of 85% MCPBA was added to a solution of 54 g of 7B in 500 ml of methylene chloride, and the mixture was stirred for 20 hours in the dark at room temperature, then filtered. The filtrate was washed with sodium bicarbonate solution, dried (MgSO4) and the solvent was evaporated. The residue was chromatographed over silica gel, using a 1:4:20 v:v:v mixture of tetrahydrofuran, ethyl acetate and hexane as eluent. The solid product that was obtained was recrystallized from ether to give 4-chloro-2... Starting materials: [Al+3], [Cl-], [Cl-], [Cl-], Cc1cc(C)n(C)c1C(=O)c1ccc(Cl)cc1Cl, O=C(Cl)CCl, ClCCCl. The product is Cc1c(C(=O)CCl)c(C)n(C)c1C(=O)c1ccc(Cl)cc1Cl. As a reaction SMILES: [Al+3:20].[Cl-:19].[Cl-:21].[Cl-:22].[Cl:1][c:2]1[c:3]([C:9](=[O:10])[c:11]2[n:12]([CH3:18])[c:13]([CH3:17])[cH:14][c:15]2[CH3:16])[cH:4][cH:5][c:6]([Cl:8])[cH:7]1.[Cl:23][CH2:24][C:25](=[O:26])[Cl:27].[Cl:28][CH2:29][CH2:30][Cl:31]>>[Cl:1][c:2]1[c:3]([C:9](=[O:10])[c:11]2[n:12]([CH3:18])[c:13]([CH3:17])[c:14]([C:25]([CH2:24][Cl:23])=[O:26])[c:15]2[CH3:16])[cH:4][cH:5][c:6]([Cl:8])[cH:7]1. The product is CC1(CCOC(=O)c2ccncc2)SC(NC2CC3CCC2C3)=NC1=O. RXN SMILES: [C:20]([c:21]1[cH:22][cH:23][n:24][cH:25][cH:26]1)(=[O:27])[Cl:28].[CH:1]12[CH:2]([NH:8][C:9]3=[N:13][C:12](=[O:14])[C:11]([CH3:15])([CH2:16][CH2:17][OH:18])[S:10]3)[CH2:3][CH:4]([CH2:5][CH2:6]1)[CH2:7]2.[CH:29]([N:30]([CH2:31][CH3:32])[CH:33]([CH3:34])[CH3:35])([CH3:36])[CH3:37].[Cl:38][CH2:39][Cl:40].[ClH:19]>>[CH:1]12[CH:2]([NH:8][C:9]3=[N:13][C:12](=[O:14])[C:11]([CH3:15])([CH2:16][CH2:17][O:18][C:20]([c:21]4[cH:22][cH:23][n:24][cH:25][cH:26]4)=[O:27])[S:10]3)[CH2:3][CH:4]([CH2:5][CH2:6]1)[CH2:7]2. The reactants are O=C(Cl)c1ccncc1, CC1(CCO)SC(NC2CC3CCC2C3)=NC1=O, CCN(C(C)C)C(C)C, ClCCl, Cl.